From a dataset of the Open Reaction Database (ORD), a public repository of structured organic reaction records. describe an organic reaction: reactants, conditions, products, and yield Reactants: [N+](=O)([O-])C1=CC=C(C=C1)N1CCC(CC1)=O (1-(4-nitrophenyl)-4-piperidone), FC1=CC=C(C=C1)N1CCNCC1 (N-(4-fluorophenyl)piperazine), C(C)(=O)O (acetic acid), C(#N)[BH3-].[Na+] (sodium cyanoborohydride). Yields the product FC1=CC=C(C=C1)N1CCN(CC1)C1CCN(CC1)C1=CC=C(C=C1)[N+](=O)[O-] (N-(4-Fluorophenyl)-N'-[1-(4-nitrophenyl)-4-piperidinyl]piperazine). As a reaction SMILES: [N+:1]([C:4]1[CH:9]=[CH:8][C:7]([N:10]2[CH2:15][CH2:14][C:13](=O)[CH2:12][CH2:11]2)=[CH:6][CH:5]=1)([O-:3])=[O:2].[F:17][C:18]1[CH:23]=[CH:22][C:21]([N:24]2[CH2:29][CH2:28][NH:27][CH2:26][CH2:25]2)=[CH:20][CH:19]=1.C(O)(=O)C.C([BH3-])#N.[Na+]>>[F:17][C:18]1[CH:19]=[CH:20][C:21]([N:24]2[CH2:29][CH2:28][N:27]([CH:13]3[CH2:14][CH2:15][N:10]([C:7]4[CH:8]=[CH:9][C:4]([N+:1]([O-:3])=[O:2])=[CH:5][CH:6]=4)[CH2:11][CH2:12]3)[CH2:26][CH2:25]2)=[CH:22][CH:23]=1 |f:3.4|. Procedure details: 3.0 g (13.6 mmol) of 1-(4-nitrophenyl)-4-piperidone [cf. Taylor et al., Synthesis (1981) 606], 2.5 g (13.6 mmol) of N-(4-fluorophenyl)piperazine, 0.8 g (13.6 mmol) of acetic acid and 0.9 g (13.6 mmol) of sodium cyanoborohydride were reacted as in Example 1. Reactants: BrC=1NC2=CC=CC=C2C1CC1=CC=C(C=C1)Cl (2-Bromo-3-(4-chlorobenzyl)-1H-indole), [H-].[Na+] (NaH), BrCCC1OCCO1 (2-(2-bromoethyl)-1,3-dioxolane). The reagents and catalysts are [N+](CCCC)(CCCC)(CCCC)CCCC.[I-] (n-Bu4NI). Solvent: CN(C)C=O (DMF). Conditions: time 3 hour. Product: BrC=1N(C2=CC=CC=C2C1CC1=CC=C(C=C1)Cl)CCC1OCCO1 (2-Bromo-3-(4-chlorobenzyl)-1-[2-(1,3-dioxolan-2-yl)ethyl]-1H-indole). As a reaction SMILES: [Br:1][C:2]1[NH:3][C:4]2[C:9]([C:10]=1[CH2:11][C:12]1[CH:17]=[CH:16][C:15]([Cl:18])=[CH:14][CH:13]=1)=[CH:8][CH:7]=[CH:6][CH:5]=2.[H-].[Na+].Br[CH2:22][CH2:23][CH:24]1[O:28][CH2:27][CH2:26][O:25]1>CN(C=O)C.[N+](CCCC)(CCCC)(CCCC)CCCC.[I-]>[Br:1][C:2]1[N:3]([CH2:22][CH2:23][CH:24]2[O:28][CH2:27][CH2:26][O:25]2)[C:4]2[C:9]([C:10]=1[CH2:11][C:12]1[CH:17]=[CH:16][C:15]([Cl:18])=[CH:14][CH:13]=1)=[CH:8][CH:7]=[CH:6][CH:5]=2 |f:1.2,5.6|. Procedure: To a vigorously stirred solution of 0.32 g of the product from Step 2 of Example 1 in 5 mL of DMF was added sequentially 0.055 g NaH (60% in mineral oil), 0.27 mL of 2-(2-bromoethyl)-1,3-dioxolane and 0.01 g of n-Bu4NI. The mixture was stirred for 3 hours at room temperature and then quenched with 5 mL of saturated aqueous solution of NH4Cl and 5 mL of water, and extracted with 50 mL of 1:1 hexane/EtOAc. The extract was dried over Na2SO4 and concentrated. The residue was purified by silica gel f... The reactants are NC1=C(C=CC=C1)C(C)=O (o-aminoacetophenone), C1(=CC=C(C=C1)S(=O)(=O)Cl)C (p-toluene sulfonyl chloride), N1=CC=CC=C1 (pyridine), ice water. Run at time 1 hour. The product is C1(=C(C=CC=C1)S(=O)(=O)NC1=C(C=CC=C1)C(C)=O)C (o-tolylsulfonylaminoacetophenone). RXN SMILES: [NH2:1][C:2]1[CH:7]=[CH:6][CH:5]=[CH:4][C:3]=1[C:8](=[O:10])[CH3:9].[C:11]1(C)[CH:16]=[CH:15][C:14]([S:17](Cl)(=[O:19])=[O:18])=[CH:13][CH:12]=1.N1C=CC=C[CH:23]=1>>[C:13]1([CH3:23])[CH:12]=[CH:11][CH:16]=[CH:15][C:14]=1[S:17]([NH:1][C:2]1[CH:7]=[CH:6][CH:5]=[CH:4][C:3]=1[C:8](=[O:10])[CH3:9])(=[O:18])=[O:19]. Procedure details: 25 g of o-aminoacetophenone and 40 g of p-toluene sulfonyl chloride are together dissolved in 150 ml of pyridine and are left to stand at 50°-60° for one hour. The reaction mixture is then added to 1 liter of a stirred ice-water mixture and extracted with methylene chloride after half an hour. Starting materials: CN(CCCN)C (N,N-Dimethyl-1,3-propanediamine), ClC1=C(C=C(C=C1)C)[N+](=O)[O-] (4-chloro-3-nitrotoluene). Solvent: C1(=CC=CC=C1)C (toluene). Run at temperature 125 celsius, time 14 hour. Yields the product CN(CCCNC1=C(C=C(C=C1)C)[N+](=O)[O-])C (N1,N1-Dimethyl-N3-(4-methyl-2-nitrophenyl)-1,3-propanediamine). The yield is 92.4%. RXN SMILES: [CH3:1][N:2]([CH3:7])[CH2:3][CH2:4][CH2:5][NH2:6].Cl[C:9]1[CH:14]=[CH:13][C:12]([CH3:15])=[CH:11][C:10]=1[N+:16]([O-:18])=[O:17]>C1(C)C=CC=CC=1>[CH3:1][N:2]([CH3:7])[CH2:3][CH2:4][CH2:5][NH:6][C:9]1[CH:14]=[CH:13][C:12]([CH3:15])=[CH:11][C:10]=1[N+:16]([O-:18])=[O:17]. Procedure: N,N-Dimethyl-1,3-propanediamine (5.114 g) was added to 4-chloro-3-nitrotoluene (3.434 g) and the mixture was stirred for 14 hours at 125° C. The reaction mixture, with toluene added thereto, was washed with saturated sodium hydrogencarbonate aqueous solution and saturated brine successively, dried over sodium sulfate anhydride, and concentrated. The residue (4.93 g) was purified by silica gel column chromatography (silica gel 50 g, chloroform:methanol=1:0-10:1), thereby yielding the entitled com... Reactants: C(=C)Cl (vinyl chloride), C(O)([O-])=O.[Na+] (sodium hydrogen carbonate), C(C(=C)CC(=O)O)(=O)O (itaconic acid), [OH-].[Na+] (sodium hydroxide), aqueous solution, [Na][Na] (disodium), disulphonated dodecyl diphenyl ether, aqueous solution, [Na] (sodium), sulphonated dodecylbenzene, C(C=C)(=O)OCCCC (n-butyl acrylate), C(=C)(Cl)Cl (vinylidene chloride), S(=O)(=O)([O-])OOS(=O)(=O)[O-].[NH4+].[NH4+] (ammonium persulphate), S(=O)(=O)([O-])S(=O)[O-].[K+].[K+] (potassium metabisulphite). The solvent is O (water), O (water). Reaction conditions: temperature 50 celsius, time 22.5 minute. The product is C(=C)(Cl)Cl.C(=C)Cl.C(C=C)(=O)OCCCC.C(C(=C)CC(=O)O)(=O)O (vinylidene chloride vinyl chloride n-butyl acrylate itaconic acid). As a reaction SMILES: [C:1]([OH:9])(=[O:8])[C:2]([CH2:4][C:5]([OH:7])=[O:6])=[CH2:3].C(=O)([O-])O.[Na+].[Na][Na].[Na].[C:18]([O:22][CH2:23][CH2:24][CH2:25][CH3:26])(=[O:21])[CH:19]=[CH2:20].[C:27]([Cl:30])([Cl:29])=[CH2:28].S(OOS([O-])(=O)=O)([O-])(=O)=O.[NH4+].[NH4+].S(S([O-])=O)([O-])(=O)=O.[K+].[K+].[CH:52]([Cl:54])=[CH2:53].[OH-].[Na+]>O>[C:27]([Cl:30])([Cl:29])=[CH2:28].[CH:52]([Cl:54])=[CH2:53].[C:18]([O:22][CH2:23][CH2:24][CH2:25][CH3:26])(=[O:21])[CH:19]=[CH2:20].[C:1]([OH:9])(=[O:8])[C:2]([CH2:4][C:5]([OH:7])=[O:6])=[CH2:3] |f:1.2,7.8.9,10.11.12,14.15,17.18.19.20,^1:16|. Procedure: In an autoclave were placed 1650 ml of water and 9.6 g of itaconic acid. After dissolution a solution of 6 g of sodium hydrogen carbonate in 120 ml of water was added. Subsequently, 98 ml of a 10% aqueous solution of the disodium salt of disulphonated dodecyl diphenyl ether and 49 ml of a 10% aqueous solution of the sodium salt of sulphonated dodecylbenzene were added as emulsifying agents. Then 96 g of n-butyl acrylate, 144 g of vinylidene chloride, 9.8 g of ammonium persulphate, and 4.9 g of p... Starting materials: FC(C(=O)O)F (difluoroacetic acid), product, C(CCC)[Li] (n-butyl lithium), FC(C(=O)O)F (difluoroacetic acid), C(CCC)[Li] (n-butyl lithium). Run in CCOCC (ether), CCOCC (ether). Reaction conditions: temperature -78 celsius, time 1 hour. Product: FC(C(CCCC)=O)F (1,1-Difluoro-2-hexanone). As a reaction SMILES: [F:1][CH:2]([F:6])[C:3](O)=[O:4].[CH2:7]([Li])[CH2:8][CH2:9][CH3:10]>CCOCC>[F:1][CH:2]([F:6])[C:3](=[O:4])[CH2:7][CH2:8][CH2:9][CH3:10]. Procedure details: To a 3 liter, three-neck, round bottom flask, equipped with a magnetic stirrer, a dropping funnel filled with 39.9 g. of difluoroacetic acid and 200 ml. of ether, and a rubber septum is added 1350 ml. of ether. After cooling in a dry ice-acetone bath under nitrogen, one mole of n-butyl lithium (2.2 M, hexane) is added via a double tip needle. The difluoroacetic acid solution is slowly added to the cooled n-butyl lithium solution via the dropping funnel over 3 hours. The thick mixture is stirred ... Reactants: CCO, Cl, COC(=O)C=Cc1cccc([N+](=O)[O-])c1. Yields the product COC(=O)C=Cc1cccc(N)c1. RXN SMILES: [CH3:17][CH2:18][OH:19].[ClH:16].[N+:1]([O-:2])(=[O:3])[c:4]1[cH:5][c:6]([CH:10]=[CH:11][C:12](=[O:13])[O:14][CH3:15])[cH:7][cH:8][cH:9]1>>[NH2:1][c:4]1[cH:5][c:6]([CH:10]=[CH:11][C:12](=[O:13])[O:14][CH3:15])[cH:7][cH:8][cH:9]1. Starting materials: ClC=1C2=C(N=C(N1)SC)N(CC2)[C@@]2(CN(CC2)C(=O)OC(C)(C)C)C (tert-butyl(3S)-3-[4-chloro-2-(methylsulfanyl)-5,6-dihydro-7H-pyrrolo[2,3-d]pyrimidin-7-yl]-3-methylpyrrolidine-1-carboxylate), CC1(OB(OC1(C)C)C=1C=NC(=NC1)N)C (5-(4,4,5,5-tetramethyl-1,3,2-dioxaborolan-2-yl)pyrimidin-2-amine), C(=O)([O-])[O-].[Na+].[Na+] (Na2CO3). Reagents/catalysts: C1=CC=C(C=C1)P([C-]2C=CC=C2)C3=CC=CC=C3.C1=CC=C(C=C1)P([C-]2C=CC=C2)C3=CC=CC=C3.Cl[Pd]Cl.[Fe+2].C(Cl)Cl (PdCl2(dppf) DCM). Run in O1CCOCC1 (dioxane). Conditions: temperature 120 celsius. The product is NC1=NC=C(C=N1)C=1C2=C(N=C(N1)SC)N(CC2)[C@@]2(CN(CC2)C(=O)OC(C)(C)C)C (tert-butyl(3S)-3-[4-(2-aminopyrimidin-5-yl)-2-(methylsulfanyl)-5,6-dihydro-7H-pyrrolo[2,3-d]pyrimidin-7-yl]-3-methylpyrrolidine-1-carboxylate). Isolated yield 58.0%. RXN SMILES: Cl[C:2]1[C:3]2[CH2:12][CH2:11][N:10]([C@@:13]3([CH3:25])[CH2:17][CH2:16][N:15]([C:18]([O:20][C:21]([CH3:24])([CH3:23])[CH3:22])=[O:19])[CH2:14]3)[C:4]=2[N:5]=[C:6]([S:8][CH3:9])[N:7]=1.CC1(C)C(C)(C)OB([C:34]2[CH:35]=[N:36][C:37]([NH2:40])=[N:38][CH:39]=2)O1.C([O-])([O-])=O.[Na+].[Na+]>O1CCOCC1.C1C=CC(P(C2C=CC=CC=2)[C-]2C=CC=C2)=CC=1.C1C=CC(P(C2C=CC=CC=2)[C-]2C=CC=C2)=CC=1.Cl[Pd]Cl.[Fe+2].C(Cl)Cl>[NH2:40][C:37]1[N:38]=[CH:39][C:34]([C:2]2[C:3]3[CH2:12][CH2:11][N:10]([C@@:13]4([CH3:25])[CH2:17][CH2:16][N:15]([C:18]([O:20][C:21]([CH3:24])([CH3:23])[CH3:22])=[O:19])[CH2:14]4)[C:4]=3[N:5]=[C:6]([S:8][CH3:9])[N:7]=2)=[CH:35][N:36]=1 |f:2.3.4,6.7.8.9.10|. Procedure details: To a suspension of tert-butyl(3S)-3-[4-chloro-2-(methylsulfanyl)-5,6-dihydro-7H-pyrrolo[2,3-d]pyrimidin-7-yl]-3-methylpyrrolidine-1-carboxylate (1.24 g, 3.22 mmol) and 5-(4,4,5,5-tetramethyl-1,3,2-dioxaborolan-2-yl)pyrimidin-2-amine (1.0 g, 4.6 mmol) in dioxane (16 mL) was added 1 M Na2CO3 solution (13 mL, 12.9 mmol) at room temperature. The reaction mixture was purged with nitrogen for a few minutes before adding PdCl2(dppf)-DCM (395 mg, 0.484 mmol). The reaction mixture was heated at 120° C. f... Reactants: C1CCOC1, CC(C)[Mg+], [Cl-], [Cl-], [Li+], CC(C)(C)OC(=O)C1CCC(=O)CC1, c1cscn1. Product: CC(C)(C)OC(=O)C1CCC(O)(c2nccs2)CC1. As a reaction SMILES: [CH2:27]1[O:28][CH2:29][CH2:30][CH2:31]1.[CH:4]([Mg+:5])([CH3:6])[CH3:7].[Cl-:1].[Cl-:3].[Li+:2].[O:13]=[C:14]1[CH2:15][CH2:16][CH:17]([C:20](=[O:21])[O:22][C:23]([CH3:24])([CH3:25])[CH3:26])[CH2:18][CH2:19]1.[cH:8]1[cH:9][s:10][cH:11][n:12]1>>[cH:8]1[cH:9][s:10][c:11]([C:14]2([OH:13])[CH2:15][CH2:16][CH:17]([C:20](=[O:21])[O:22][C:23]([CH3:24])([CH3:25])[CH3:26])[CH2:18][CH2:19]2)[n:12]1.